This data is from the Open Reaction Database (ORD), a public repository of structured organic reaction records. The task is: describe an organic reaction: reactants, conditions, products, and yield Reactants: O (water), NC1=NC=NC(=C1C#N)Cl (4-amino-6-chloro-5-pyrimidinecarbonitrile), OC(=O)C(F)(F)F.FC1=C(C=CC=C1)C1=NC2=CC=CN=C2C=C1C(C)N (1-(2-(2-fluorophenyl)-1,5-naphthyridin-3-yl)ethanamine TFA salt), CCN(C(C)C)C(C)C (n,n-diisopropylethylamine). Run in C(CCC)O (butan-1-ol). Run at temperature 120 celsius, time 5 hour. Yields the product NC1=NC=NC(=C1C#N)NC(C)C=1C(=NC2=CC=CN=C2C1)C1=C(C=CC=C1)F (4-Amino-6-((1-(2-(2-fluorophenyl)-1,5-naphthyridin-3-yl)ethyl)amino)-5-pyrimidinecarbonitrile). RXN SMILES: [NH2:1][C:2]1[C:7]([C:8]#[N:9])=[C:6](Cl)[N:5]=[CH:4][N:3]=1.OC(C(F)(F)F)=O.[F:18][C:19]1[CH:24]=[CH:23][CH:22]=[CH:21][C:20]=1[C:25]1[C:34]([CH:35]([NH2:37])[CH3:36])=[CH:33][C:32]2[C:27](=[CH:28][CH:29]=[CH:30][N:31]=2)[N:26]=1.CCN(C(C)C)C(C)C.O>C(O)CCC>[NH2:1][C:2]1[C:7]([C:8]#[N:9])=[C:6]([NH:37][CH:35]([C:34]2[C:25]([C:20]3[CH:21]=[CH:22][CH:23]=[CH:24][C:19]=3[F:18])=[N:26][C:27]3[C:32]([CH:33]=2)=[N:31][CH:30]=[CH:29][CH:28]=3)[CH3:36])[N:5]=[CH:4][N:3]=1 |f:1.2|. Procedure: A mixture of 4-amino-6-chloro-5-pyrimidinecarbonitrile (0.045 g, 0.288 mmol), 1-(2-(2-fluorophenyl)-1,5-naphthyridin-3-yl)ethanamine TFA salt (0.110 g, 0.288 mmol), and n,n-diisopropylethylamine (0.251 mL, 1.44 mmol) in butan-1-ol (2.88 mL) was stirred at 120° C. After 5 h, the mixture was removed from the heat and cooled to room temperature. After cooling, the mixture was concentrated under reduced pressure to give brown syrup. To the residue was added water (30 mL) and the mixture was sonicate... RXN SMILES: C1(C(C2C=CC=CC=2)[N:8]2[CH2:11][CH:10]([CH2:12][CH3:13])[CH:9]2[C:14]([OH:16])=[O:15])C=CC=CC=1.[H][H]>[Pd].C(O)C>[CH2:12]([CH:10]1[CH2:11][NH:8][CH:9]1[C:14]([OH:16])=[O:15])[CH3:13]. Product: C(C)C1C(NC1)C(=O)O (3-ethyl-2-carboxy azetidine). Reagents/catalysts: [Pd] (palladium charcoal). Procedure: 8 g of 2B, 100 ml of ethanol and 70 g of 5% palladium charcoal catalyst was hydrogenated at ambient temperature at a hydrogen pressure of between 3 and 4 atomospheres absolute for 10 hours in a Parr apparatus. The resulting mixture was filtered, evaporated to dryness and partitioned between methylene chloride and water. The aqueous phase was separated, evaporated to a low bulk and poured onto a Dowex 8-50 x(H) resin column. Isolation of the imino acid was achieved by eluting the washed column wi... The solvent is C(C)O (ethanol). Reactants: C1(=CC=CC=C1)C(N1C(C(C1)CC)C(=O)O)C1=CC=CC=C1 (1-diphenylmethyl-2-carboxy-3-ethylazetidine), [H][H] (hydrogen). Reactants: Congo red, N1[C@H](C(=O)O)CCC1 (L-proline), C(C1=CC=CC=C1)(C1=CC=CC=C1)(C1=CC=CC=C1)SCCC(=O)Cl (S-trityl-3-mercaptopropionyl chloride), [OH-].[Na+].[OH-].[Na+] (NaOH NaOH), Cl (HCl). The solvent is [OH-].[Na+] (NaOH). Product: C(C1=CC=CC=C1)(C1=CC=CC=C1)(C1=CC=CC=C1)SCCC(=O)N1[C@H](C(=O)O)CCC1 (S-Trityl-3-Mercaptopropanoyl-L-proline). Yield: 71.8%. Reaction SMILES: [NH:1]1[CH2:8][CH2:7][CH2:6][C@H:2]1[C:3]([OH:5])=[O:4].[C:9]([S:28][CH2:29][CH2:30][C:31](Cl)=[O:32])([C:22]1[CH:27]=[CH:26][CH:25]=[CH:24][CH:23]=1)([C:16]1[CH:21]=[CH:20][CH:19]=[CH:18][CH:17]=1)[C:10]1[CH:15]=[CH:14][CH:13]=[CH:12][CH:11]=1.[OH-].[Na+].[OH-].[Na+].Cl>[OH-].[Na+]>[C:9]([S:28][CH2:29][CH2:30][C:31]([N:1]1[CH2:8][CH2:7][CH2:6][C@H:2]1[C:3]([OH:5])=[O:4])=[O:32])([C:16]1[CH:17]=[CH:18][CH:19]=[CH:20][CH:21]=1)([C:22]1[CH:27]=[CH:26][CH:25]=[CH:24][CH:23]=1)[C:10]1[CH:15]=[CH:14][CH:13]=[CH:12][CH:11]=1 |f:2.3.4.5,7.8|. Procedure details: A solution of 1.51 g (0.01 mole) of L-proline in 20 mls of 2 N NaOH is chilled in an icebath and treated with a total of 4.03 g (0.011 mol) of S-trityl-3-mercaptopropionyl chloride and 20 ml of 2 N NaOH NaOH in 5 equal and alternate portions with vigorous intermittent shaking and cooling in an ice bath. The solution is kept at an alkaline pH by the addition of more alkali when necessary. Upon completion of the addition of the reagents, the reaction mixture is stirred for an additional 15 min. at... Reactants: CS(C)=O, ClCCl, O=C(Cl)C(=O)Cl, COc1ccc(Cn2nc(CO)c3ccc(F)nc32)cc1, O. Product: COc1ccc(Cn2nc(C=O)c3ccc(F)nc32)cc1. As a reaction SMILES: [CH3:1][S:2]([CH3:3])=[O:4].[Cl:32][CH2:33][Cl:34].[Cl:5][C:6]([C:7]([Cl:8])=[O:9])=[O:10].[F:11][c:12]1[cH:13][cH:14][c:15]2[c:16]([n:17]1)[n:18]([CH2:23][c:24]1[cH:25][cH:26][c:27]([O:30][CH3:31])[cH:28][cH:29]1)[n:19][c:20]2[CH2:21][OH:22].[OH2:35]>>[F:11][c:12]1[cH:13][cH:14][c:15]2[c:16]([n:17]1)[n:18]([CH2:23][c:24]1[cH:25][cH:26][c:27]([O:30][CH3:31])[cH:28][cH:29]1)[n:19][c:20]2[CH:21]=[O:22]. The reactants are C(C=C)(=O)[O-].[K+] (potassium acrylate), C(C=C)(=O)[O-].[K+] (potassium acrylate), BrC1=NC(=CC=C1OCCCCCCCCC1=CC=C(C=C1)OC)CO (2-bromo-6-hydroxymethyl-[8(4-methoxyphenyl)octyloxy]pyridine), C(C)(=O)[O-].[K+] (potassium acetate), C1(=CC=CC=C1)P(C1=CC=CC=C1)C1=CC=CC=C1 (triphenylphosphine). Reagents/catalysts: [I-].C(CCC)[N+](CCCC)(CCCC)CCCC (tetra-n-butylammonium iodide), [Pd](Cl)Cl (palladium chloride). Run in CN(C)C=O (DMF), O (water). Conditions: temperature 120 celsius. Yields the product OCC1=CC=C(C(=N1)C=CC(=O)O)OCCCCCCCCC1=CC=C(C=C1)OC (3-{6-Hydroxymethyl-3-[8(4-methoxyphenyl)octyloxy]pyridin-2-yl}propenoic Acid). RXN SMILES: Br[C:2]1[C:7]([O:8][CH2:9][CH2:10][CH2:11][CH2:12][CH2:13][CH2:14][CH2:15][CH2:16][C:17]2[CH:22]=[CH:21][C:20]([O:23][CH3:24])=[CH:19][CH:18]=2)=[CH:6][CH:5]=[C:4]([CH2:25][OH:26])[N:3]=1.C([O-])(=O)C.[K+].C1(P(C2C=CC=CC=2)C2C=CC=CC=2)C=CC=CC=1.[C:51]([O-:55])(=[O:54])[CH:52]=[CH2:53].[K+]>CN(C=O)C.O.[I-].C([N+](CCCC)(CCCC)CCCC)CCC.[Pd](Cl)Cl>[OH:26][CH2:25][C:4]1[N:3]=[C:2]([CH:53]=[CH:52][C:51]([OH:55])=[O:54])[C:7]([O:8][CH2:9][CH2:10][CH2:11][CH2:12][CH2:13][CH2:14][CH2:15][CH2:16][C:17]2[CH:22]=[CH:21][C:20]([O:23][CH3:24])=[CH:19][CH:18]=2)=[CH:6][CH:5]=1 |f:1.2,4.5,8.9|. Procedure details: To a solution of 2-bromo-6-hydroxymethyl-[8(4-methoxyphenyl)octyloxy]pyridine (5.00 g, 11.8 mmol) in DMF (22.8 ml) and water (1.2 ml) were added potassium acetate (2.91 g, 29.7 mmol), tetra-n-butylammonium iodide (4.37 g, 11.8 mmol); triphenylphosphine (0.245 g, 0.94 mmol), palladium chloride (83 mg, 0.47 mmol) and potassium acrylate (3.91 g, 35.4 mmol). The mixture was placed under nitrogen and stirred and heated at 120° C. for 3.3 h. Some potassium acrylate remained undissolved. The mixture wa... The reactants are C1(=CC=CC=C1)C1=CC(=CC=C1)C1=CC=C(C=C1)/C(=C/CO)/C ((E)-3-[1,1′;3′,1″]terphenyl-4″-yl-but-2-en-1-ol), C(C)O[C@H](C(=O)OCC)CC1=CC=C(C=C1)O ((S)-ethyl 2-ethoxy-3-(4-hydroxyphenyl)-propionate). Yields the product C(C)O[C@H](C(=O)OCC)CC1=CC=C(C=C1)OC\C=C(/C)\C1=CC=C(C=C1)C=1C=C(C=CC1)C1=CC=CC=C1 ((E)-(S)-Ethyl 2-Ethoxy-3-[4-(3-[1,1′;3′,1″]terphenyl-4″-yl-but-2-enyloxy)-phenyl]-propionate). The yield is 78.7%. Reaction SMILES: [C:1]1([C:7]2[CH:12]=[CH:11][CH:10]=[C:9]([C:13]3[CH:18]=[CH:17][C:16](/[C:19](/[CH3:23])=[CH:20]/[CH2:21][OH:22])=[CH:15][CH:14]=3)[CH:8]=2)[CH:6]=[CH:5][CH:4]=[CH:3][CH:2]=1.[CH2:24]([O:26][C@@H:27]([CH2:33][C:34]1[CH:39]=[CH:38][C:37](O)=[CH:36][CH:35]=1)[C:28]([O:30][CH2:31][CH3:32])=[O:29])[CH3:25]>>[CH2:24]([O:26][C@@H:27]([CH2:33][C:34]1[CH:35]=[CH:36][C:37]([O:22][CH2:21]/[CH:20]=[C:19](/[C:16]2[CH:15]=[CH:14][C:13]([C:9]3[CH:8]=[C:7]([C:1]4[CH:2]=[CH:3][CH:4]=[CH:5][CH:6]=4)[CH:12]=[CH:11][CH:10]=3)=[CH:18][CH:17]=2)\[CH3:23])=[CH:38][CH:39]=1)[C:28]([O:30][CH2:31][CH3:32])=[O:29])[CH3:25]. Procedure details: The title compound (0.41 g, 80% yield) was prepared from (E)-3-[1,1′;3′,1″]terphenyl-4″-yl-but-2-en-1-ol (0.30 g, 1.0 mmol) and (S)-ethyl 2-ethoxy-3-(4-hydroxyphenyl)-propionate (0.25 g, 1.05 mmol) by a procedure analogous to that described in example 52 c.